From a dataset of the Open Reaction Database (ORD), a public repository of structured organic reaction records. describe an organic reaction: reactants, conditions, products, and yield Reactants: C(C)(=O)OC(C)=O (acetic anhydride), NC1=NC=CC(=N1)NC(=O)N1[C@H](CN([C@@H](C1)C)C1=CC(=C(C=C1)C#N)C(F)(F)F)C ((+/−)-trans-N-(2-amino-pyrimidin-4-yl)-4-(4-cyano-3-trifluoromethylphenyl)-2,5-dimethylpiperazine-1-carboxamide). The solvent is N1=CC=CC=C1 (pyridine). Conditions: time 12 hour. Yields the product C(C)(=O)NC1=NC=CC(=N1)NC(=O)N1[C@H](CN([C@@H](C1)C)C1=CC(=C(C=C1)C#N)C(F)(F)F)C ((+/−)-trans-N-(2-Acetylamino-pyrimidin-4-yl)-4-(4-cyano-3-trifluoromethylphenyl)-2,5-dimethylpiperazine-1-carboxamide). Reaction SMILES: C(O[C:5](=[O:7])[CH3:6])(=O)C.[NH2:8][C:9]1[N:14]=[C:13]([NH:15][C:16]([N:18]2[CH2:23][C@@H:22]([CH3:24])[N:21]([C:25]3[CH:30]=[CH:29][C:28]([C:31]#[N:32])=[C:27]([C:33]([F:36])([F:35])[F:34])[CH:26]=3)[CH2:20][C@@H:19]2[CH3:37])=[O:17])[CH:12]=[CH:11][N:10]=1>N1C=CC=CC=1>[C:5]([NH:8][C:9]1[N:14]=[C:13]([NH:15][C:16]([N:18]2[CH2:23][C@@H:22]([CH3:24])[N:21]([C:25]3[CH:30]=[CH:29][C:28]([C:31]#[N:32])=[C:27]([C:33]([F:36])([F:35])[F:34])[CH:26]=3)[CH2:20][C@@H:19]2[CH3:37])=[O:17])[CH:12]=[CH:11][N:10]=1)(=[O:7])[CH3:6]. Reported procedure: A 1.2 ml portion of acetic anhydride was added to 10 ml of pyridine solution containing 0.51 g of (+/−)-trans-N-(2-amino-pyrimidin-4-yl)-4-(4-cyano-3-trifluoromethylphenyl)-2,5-dimethylpiperazine-1-carboxamide synthesized in the same manner as described in Example 21, and the mixture was stirred at room temperature for about 12 hours and then heated at 70° C. for about 1 hour. The reaction solution was evaporated under reduced pressure, and the thus obtained residue was mixed with 0.5 N aqueous ... The reactants are C(C)(C)(C)OC(NC=1SC(=CN1)C(CC1=C(C=CC=C1)OC)O)=O ({5-[1-Hydroxy-2-(2-methoxy-phenyl)-ethyl]-thiazol-2-yl}-carbamic acid tert-butyl ester), C(C)[SiH](CC)CC (triethylsilane), FC(C(=O)O)(F)F (trifluoroacetic acid). Solvent: ClCCl (dichloromethane). Run at time 15 hour. Product: COC1=C(C=CC=C1)CCC1=CN=C(S1)N (5-[2-(2-Methoxy-phenyl)-ethyl]-thiazol-2-ylamine), FC(C(=O)O)(F)F (trifluoracetic acid). Yield: 41.3%. RXN SMILES: C(OC(=O)[NH:7][C:8]1[S:9][C:10]([CH:13](O)[CH2:14][C:15]2[CH:20]=[CH:19][CH:18]=[CH:17][C:16]=2[O:21][CH3:22])=[CH:11][N:12]=1)(C)(C)C.C([SiH](CC)CC)C.[F:32][C:33]([F:38])([F:37])[C:34]([OH:36])=[O:35]>ClCCl>[CH3:22][O:21][C:16]1[CH:17]=[CH:18][CH:19]=[CH:20][C:15]=1[CH2:14][CH2:13][C:10]1[S:9][C:8]([NH2:7])=[N:12][CH:11]=1.[F:32][C:33]([F:38])([F:37])[C:34]([OH:36])=[O:35]. Procedure details: A mixture of {5-[1-Hydroxy-2-(2-methoxy-phenyl)-ethyl]-thiazol-2-yl}-carbamic acid tert-butyl ester (28 g, 0.080 mol), triethylsilane (130 g, 1.12 mol) and trifluoroacetic acid (250 g, 2.24 mol) in dichloromethane (500 mL) was stirred at room temperature for 15 hours. The mixture was evaporated to dryness and then stirred in water. The solid was filtered and washed with ether to give 5-[2-(2-Methoxy-phenyl)-ethyl]-thiazol-2-ylamine as a trifluoracetic acid salt (11 g, 0.033 mol, yield 42%). ESI-... Reactants: ClC1=NC=CC(=C1)C (2-chloro-4-methylpyridine), O([Na])C (NaOCH3), O (H2O). The solvent is CS(=O)C (DMSO). Reaction conditions: temperature 100 celsius, time 4 hour. Product: COC1=NC=CC(=C1)C (2-methoxy-4-methylpyridine). Isolated yield 46.8%. As a reaction SMILES: Cl[C:2]1[CH:7]=[C:6]([CH3:8])[CH:5]=[CH:4][N:3]=1.[O:9]([CH3:11])[Na].O>CS(C)=O>[CH3:11][O:9][C:2]1[CH:7]=[C:6]([CH3:8])[CH:5]=[CH:4][N:3]=1. Reported procedure: A mixture of 2-chloro-4-methylpyridine (20 g, 0.156 mol) and NaOCH3 (9.3 g, 0.172 mol) in DMSO (200 mL) was stirred at 100° C. for 4 hours. The solution was added to H2O and then extracted with ethyl acetate (50 mL×2). The organic layer was washed with H2O (300 mL) brine (300 mL) and dried concentrated to give 2-methoxy-4-methylpyridine (9 g, 46%). LC-MS: 124 [M+H]+, tR=1.21 min. The reactants are CC(C)(C)OC(=O)N1CC2CC1CN2, CC1Cc2ccc(-c3cnn(C)c3)cc2CN1c1cc(Cl)nc(N)n1, O=C(O)C(F)(F)F. The product is CC1Cc2ccc(-c3cnn(C)c3)cc2CN1c1cc(N2CC3CC2CN3)nc(N)n1. Reaction SMILES: [CH:33]12[N:34]([C:40]([O:41][C:42]([CH3:43])([CH3:44])[CH3:45])=[O:46])[CH2:35][CH:36]([NH:37][CH2:38]1)[CH2:39]2.[Cl:8][c:9]1[n:10][c:11]([NH2:32])[n:12][c:13]([N:15]2[CH2:16][c:17]3[cH:18][c:19](-[c:26]4[cH:27][n:28][n:29]([CH3:31])[cH:30]4)[cH:20][cH:21][c:22]3[CH2:23][CH:24]2[CH3:25])[cH:14]1.[F:1][C:2]([F:3])([F:4])[C:5]([OH:6])=[O:7]>>[c:9]1([N:34]2[CH:33]3[CH2:38][NH:37][CH:36]([CH2:35]2)[CH2:39]3)[n:10][c:11]([NH2:32])[n:12][c:13]([N:15]2[CH2:16][c:17]3[cH:18][c:19](-[c:26]4[cH:27][n:28][n:29]([CH3:31])[cH:30]4)[cH:20][cH:21][c:22]3[CH2:23][CH:24]2[CH3:25])[cH:14]1. Reactants: CN(C)C=O, CCOC(C)=O, CCN(C(C)C)C(C)C, COc1cc(C2=CCCCC2)c(Cl)cc1C(=O)N1Cc2ccc(C(=O)O)n2Cc2ccccc21, C1CNC(CN2CCCC2)C1, On1nnc2ccccc21. Yields the product COc1cc(C2=CCCCC2)c(Cl)cc1C(=O)N1Cc2ccc(C(=O)N3CCCC3CN3CCCC3)n2Cc2ccccc21. As a reaction SMILES: [CH3:65][N:66]([CH3:67])[CH:68]=[O:69].[CH3:70][CH2:71][O:72][C:73](=[O:74])[CH3:75].[CH:56]([N:57]([CH2:58][CH3:59])[CH:60]([CH3:61])[CH3:62])([CH3:63])[CH3:64].[Cl:1][c:2]1[c:3]([C:29]2=[CH:30][CH2:31][CH2:32][CH2:33][CH2:34]2)[cH:4][c:5]([O:27][CH3:28])[c:6]([C:7](=[O:8])[N:9]2[CH2:10][c:11]3[n:12]([c:20]([C:23](=[O:24])[OH:25])[cH:21][cH:22]3)[CH2:13][c:14]3[c:15]2[cH:16][cH:17][cH:18][cH:19]3)[cH:26]1.[NH:35]1[CH:36]([CH2:40][N:41]2[CH2:42][CH2:43][CH2:44][CH2:45]2)[CH2:37][CH2:38][CH2:39]1.[OH:46][n:47]1[c:48]2[cH:49][cH:50][cH:51][cH:52][c:53]2[n:54][n:55]1>>[Cl:1][c:2]1[c:3]([C:29]2=[CH:30][CH2:31][CH2:32][CH2:33][CH2:34]2)[cH:4][c:5]([O:27][CH3:28])[c:6]([C:7](=[O:8])[N:9]2[CH2:10][c:11]3[n:12]([c:20]([C:23](=[O:25])[N:35]4[CH:36]([CH2:40][N:41]5[CH2:42][CH2:43][CH2:44][CH2:45]5)[CH2:37][CH2:38][CH2:39]4)[cH:21][cH:22]3)[CH2:13][c:14]3[c:15]2[cH:16][cH:17][cH:18][cH:19]3)[cH:26]1. Reactants: CC(C(COC1=C(C=C(C=C1)C(CC)(CC)C=1C=C(C2=C(C=C(O2)C(=O)O)C1)C)C)=O)(C)C (5-{1-[4-(3,3-Dimethyl-2-oxo-butoxy)-3-methyl-phenyl]-1-ethyl-propyl}-7-methyl-benzofuran-2-carboxylic acid), C(CCl)Cl (EDC), Cl.COC(CN)=O (glycine methyl ester hydrochloride). Reagents/catalysts: CN(C)C=1C=CN=CC1 (DMAP). Run in C(Cl)Cl (CH2Cl2). The product is CC(C(COC1=C(C=C(C=C1)C(CC)(CC)C=1C=C(C2=C(C=C(O2)C(=O)NCC(=O)O)C1)C)C)=O)(C)C ([(5-{1-[4-(3,3-dimethyl-2-oxo-butoxy)-3-methyl-phenyl]-1-ethyl-propyl}-7-methyl-benzofuran-2-carbonyl)-amino]-acetic acid). The yield is 97.4%. RXN SMILES: [CH3:1][C:2]([CH3:33])([CH3:32])[C:3](=[O:31])[CH2:4][O:5][C:6]1[CH:11]=[CH:10][C:9]([C:12]([C:17]2[CH:18]=[C:19]([CH3:29])[C:20]3[O:24][C:23]([C:25](O)=[O:26])=[CH:22][C:21]=3[CH:28]=2)([CH2:15][CH3:16])[CH2:13][CH3:14])=[CH:8][C:7]=1[CH3:30].C(Cl)CCl.Cl.C[O:40][C:41](=[O:44])[CH2:42][NH2:43]>C(Cl)Cl.CN(C1C=CN=CC=1)C>[CH3:33][C:2]([CH3:1])([CH3:32])[C:3](=[O:31])[CH2:4][O:5][C:6]1[CH:11]=[CH:10][C:9]([C:12]([C:17]2[CH:18]=[C:19]([CH3:29])[C:20]3[O:24][C:23]([C:25]([NH:43][CH2:42][C:41]([OH:40])=[O:44])=[O:26])=[CH:22][C:21]=3[CH:28]=2)([CH2:13][CH3:14])[CH2:15][CH3:16])=[CH:8][C:7]=1[CH3:30] |f:2.3|. Procedure details: 5-{1-[4-(3,3-Dimethyl-2-oxo-butoxy)-3-methyl-phenyl]-1-ethyl-propyl}-7-methyl-benzofuran-2-carboxylic acid (360 mg, 0.799 mmol) in CH2Cl2 (10 ml) and DMAP (293 mg, 2.40 mmol), EDC (230 mg, 1.20 mmol), and glycine methyl ester hydrochloride (150 mg, 1.20 mmol) are reacted and hydrolyzed analogous to Example 7 to yield title compound (395 mg, 97%). Starting materials: Cc1cc(Br)cc(Cl)c1NC(=O)CC(C)(C)C, CC(C)(C)[O-], Cc1ccccc1, CN(C)c1ccccc1-c1ccccc1P(C1CCCCC1)C1CCCCC1, Clc1ccc2c(c1)CCNC2, Cl, [K+]. The product is Cc1cc(N2CCc3cc(Cl)ccc3C2)cc(Cl)c1NC(=O)CC(C)(C)C. Reaction SMILES: [Br:47][c:48]1[cH:49][c:50]([Cl:63])[c:51]([NH:55][C:56]([CH2:57][C:58]([CH3:59])([CH3:60])[CH3:61])=[O:62])[c:52]([CH3:54])[cH:53]1.[CH3:29][C:30]([CH3:31])([O-:32])[CH3:33].[CH3:64][c:65]1[cH:66][cH:67][cH:68][cH:69][cH:70]1.[CH:1]1([P:2]([CH:3]2[CH2:4][CH2:5][CH2:6][CH2:7][CH2:8]2)[c:9]2[cH:10][cH:11][cH:12][cH:13][c:14]2-[c:15]2[cH:16][cH:17][cH:18][cH:19][c:20]2[N:21]([CH3:22])[CH3:23])[CH2:24][CH2:25][CH2:26][CH2:27][CH2:28]1.[Cl:36][c:37]1[cH:38][c:39]2[c:44]([cH:45][cH:46]1)[CH2:43][NH:42][CH2:41][CH2:40]2.[ClH:35].[K+:34]>>[Cl:36][c:37]1[cH:38][c:39]2[c:44]([cH:45][cH:46]1)[CH2:43][N:42]([c:48]1[cH:49][c:50]([Cl:63])[c:51]([NH:55][C:56]([CH2:57][C:58]([CH3:59])([CH3:60])[CH3:61])=[O:62])[c:52]([CH3:54])[cH:53]1)[CH2:41][CH2:40]2.